From a dataset of the Open Reaction Database (ORD), a public repository of structured organic reaction records. describe an organic reaction: reactants, conditions, products, and yield Starting materials: B, O=C(O)Cc1ccc(OCc2ccccc2)cc1[N+](=O)[O-], O. The product is O=[N+]([O-])c1cc(OCc2ccccc2)ccc1CCO. As a reaction SMILES: [BH3:22].[CH2:1]([c:2]1[cH:3][cH:4][cH:5][cH:6][cH:7]1)[O:8][c:9]1[cH:10][c:11]([N+:19](=[O:20])[O-:21])[c:12]([CH2:15][C:16](=[O:17])[OH:18])[cH:13][cH:14]1.[OH2:23]>>[CH2:1]([c:2]1[cH:3][cH:4][cH:5][cH:6][cH:7]1)[O:8][c:9]1[cH:10][c:11]([N+:19](=[O:20])[O-:21])[c:12]([CH2:15][CH2:16][OH:17])[cH:13][cH:14]1.